Dataset: the Open Reaction Database (ORD), a public repository of structured organic reaction records. Task: describe an organic reaction: reactants, conditions, products, and yield The reactants are C(CCNC([C@H](O)C(C)(C)CO)=O)(=O)OCC (ethyl pantothenate), Cl.C(C)OC([C@@H](N)C)=O (L-Alanine ethyl ester hydrochloride), P(OC1=CC=CC=C1)(=O)(Cl)Cl (phenyl phosphorodichloridate), CN1C=NC=C1 (N-methylimidazole). The solvent is C(Cl)Cl (CH2Cl2), C(Cl)Cl (CH2Cl2), CO (methanol). Reaction conditions: time 1 hour. The product is C(C)OC([C@H](C)NP(=O)(OC1=CC=CC=C1)OCC([C@H](C(=O)NCCC(=O)OCC)O)(C)C)=O (ethyl 3-((2R)-4-(((((S)-1-ethoxy-1-oxopropan-2-yl)amino)(phenoxy)phosphoryl)oxy)-2-hydroxy-3,3-dimethylbutanamido)propanoate). Reaction SMILES: Cl.[CH2:2]([O:4][C:5](=[O:9])[C@H:6]([CH3:8])[NH2:7])[CH3:3].[P:10](Cl)(Cl)(=[O:18])[O:11][C:12]1[CH:17]=[CH:16][CH:15]=[CH:14][CH:13]=1.CN1C=CN=C1.[C:27]([O:41][CH2:42][CH3:43])(=[O:40])[CH2:28][CH2:29][NH:30][C:31](=[O:39])[C@@H:32]([C:34]([CH2:37][OH:38])([CH3:36])[CH3:35])[OH:33]>C(Cl)Cl.CO>[CH2:2]([O:4][C:5](=[O:9])[C@@H:6]([NH:7][P:10]([O:38][CH2:37][C:34]([CH3:36])([CH3:35])[C@@H:32]([OH:33])[C:31]([NH:30][CH2:29][CH2:28][C:27]([O:41][CH2:42][CH3:43])=[O:40])=[O:39])([O:11][C:12]1[CH:17]=[CH:16][CH:15]=[CH:14][CH:13]=1)=[O:18])[CH3:8])[CH3:3] |f:0.1|. Procedure: L-Alanine ethyl ester hydrochloride (0.50 g, 3.25 mmol) was suspended in 10 mL of CH2Cl2 and treated with phenyl phosphorodichloridate (0.50 mL, 3.35 mmol) at −10° C. and under an atmosphere of nitrogen. The well-stirred mixture was then treated dropwise with N-methylimidazole (1.0 mL, 12.5 mmol). After 1 hr. and still at −10° C., ethyl pantothenate (0.70 g, 2.8 mmol) in 3 mL of CH2Cl2 was added slowly. This mixture was allowed to warm to room temperature, and after 3 hrs, 2 mL of methanol was a... Starting materials: Cl (hydrochloric acid), [Cl-].[Al+3].[Cl-].[Cl-] (aluminum chloride), C(CCCCCCCC)(=O)Cl (nonanoyl chloride), [F-].C1=CC=CC=C1 (benzene fluoride). The solvent is ClCCCl (1,2-dichloroethane). Yields the product [F-].C(CCCCCCCC)(=O)C1=CC=CC=C1 (4-nonanoyl-benzene fluoride). Yield: 85.4%. As a reaction SMILES: [Cl-].[Al+3].[Cl-].[Cl-].[F-:5].[CH:6]1[CH:11]=[CH:10][CH:9]=[CH:8][CH:7]=1.[C:12](Cl)(=[O:21])[CH2:13][CH2:14][CH2:15][CH2:16][CH2:17][CH2:18][CH2:19][CH3:20].Cl>ClCCCl>[F-:5].[C:12]([C:6]1[CH:11]=[CH:10][CH:9]=[CH:8][CH:7]=1)(=[O:21])[CH2:13][CH2:14][CH2:15][CH2:16][CH2:17][CH2:18][CH2:19][CH3:20] |f:0.1.2.3,4.5,9.10|. Procedure details: 188.7 g (1.413 mol) of anhydrous aluminum chloride was added to 566 ml of 1,2-dichloroethane, to which was added dropwise 161.5 g (1.682 mol) of benzene fluoride while maintaining at a temperature of 3°~5° C. To this mixture was added 254.5 g (1.442 mol) of nonanoyl chloride over 2 hours, which was reacted at 8° C. for 1 hour and at 8°~30° C. for 5 hours. This reaction solution was poured into 600 ml of concentrated hydrochloric acid containing 200 g of ice and extracted with 1.5 l of chloroform... Starting materials: [Si](C)(C)(C(C)(C)C)Cl (tert-Butyl-dimethylsilyl chloride), CC=1N=C(SC1C(CCCO)O)C1=CC=C(C=C1)C(F)(F)F ([rac]-1-[4-methyl-2-(4-trifluoromethyl-phenyl)-thiazol-5-yl]-butane-1,4-diol). The solvent is N1=CC=CC=C1 (pyridine). Reaction conditions: time 14 hour. Yields the product C(C)(C)(C)[Si](OCCCC(O)C1=C(N=C(S1)C1=CC=C(C=C1)C(F)(F)F)C)(C)C ([rac]-4-(tert-Butyl-dimethyl-silanyloxy)-1-[4-methyl-2-(4-trifluoromethyl-phenyl)-thiazol-5-yl]-butan-1-ol). The yield is 42.2%. RXN SMILES: [Si:1](Cl)([C:4]([CH3:7])([CH3:6])[CH3:5])([CH3:3])[CH3:2].[CH3:9][C:10]1[N:11]=[C:12]([C:21]2[CH:26]=[CH:25][C:24]([C:27]([F:30])([F:29])[F:28])=[CH:23][CH:22]=2)[S:13][C:14]=1[CH:15]([OH:20])[CH2:16][CH2:17][CH2:18][OH:19]>N1C=CC=CC=1>[C:4]([Si:1]([CH3:3])([CH3:2])[O:19][CH2:18][CH2:17][CH2:16][CH:15]([C:14]1[S:13][C:12]([C:21]2[CH:26]=[CH:25][C:24]([C:27]([F:30])([F:29])[F:28])=[CH:23][CH:22]=2)=[N:11][C:10]=1[CH3:9])[OH:20])([CH3:7])([CH3:6])[CH3:5]. Procedure details: tert-Butyl-dimethylsilyl chloride (115 mg, 0.76 mmol) was added in one portion to a stirred solution of [rac]-1-[4-methyl-2-(4-trifluoromethyl-phenyl)-thiazol-5-yl]-butane-1,4-diol (212 mg, 0.64 mmol) in pyridine (2 ml) at 0° C. The solution was naturally warmed to ambient temperature and stirred for 14 h. Pyridine was removed under reduced pressure and the residue dissolved in ethyl acetate. The solution was washed with 1 M aqueous HCl solution and two times with water and dried over sodium sul... The reactants are C1(CC1)COC1=CC2=C(N=C(O2)N2CCC(CC2)OCC(C)=O)C=C1 (1-({1-[6-(cyclopropylmethoxy)-1,3-benzoxazol-2-yl]piperidin-4-yl}oxy)propan-2-one), CC=1C(=NOC1)N (4-methylisoxazol-3-amine), [B][B][B][B][B][B][B][B][B][B] (decaborane). Solvent: CO (methanol), C(C)(=O)O (acetic acid), C(C)(=O)OCC (ethyl acetate). Reaction conditions: time 8 hour. Yields the product C1(CC1)COC1=CC2=C(N=C(O2)N2CCC(CC2)OCC(C)NC2=NOC=C2C)C=C1 (N-[2-({1-[6-(cyclopropylmethoxy)-1,3-benzoxazol-2-yl]piperidin-4-yl}oxy)-1-methylethyl]-4-methylisoxazol-3-amine). The yield is 68.0%. As a reaction SMILES: [CH:1]1([CH2:4][O:5][C:6]2[CH:25]=[CH:24][C:9]3[N:10]=[C:11]([N:13]4[CH2:18][CH2:17][CH:16]([O:19][CH2:20][C:21](=O)[CH3:22])[CH2:15][CH2:14]4)[O:12][C:8]=3[CH:7]=2)[CH2:3][CH2:2]1.[CH3:26][C:27]1[C:28]([NH2:32])=[N:29][O:30][CH:31]=1.[B][B][B][B][B][B][B][B][B][B]>CO.C(O)(=O)C.C(OCC)(=O)C>[CH:1]1([CH2:4][O:5][C:6]2[CH:25]=[CH:24][C:9]3[N:10]=[C:11]([N:13]4[CH2:14][CH2:15][CH:16]([O:19][CH2:20][CH:21]([NH:32][C:28]5[C:27]([CH3:26])=[CH:31][O:30][N:29]=5)[CH3:22])[CH2:17][CH2:18]4)[O:12][C:8]=3[CH:7]=2)[CH2:2][CH2:3]1 |^3:32,41,^1:33,34,35,36,37,38,39,40|. Reported procedure: To a solution of 1-({1-[6-(cyclopropylmethoxy)-1,3-benzoxazol-2-yl]piperidin-4-yl}oxy)propan-2-one (50 mg) and 4-methylisoxazol-3-amine (21.4 mg) in methanol (1 mL) and acetic acid (50 μL) was added decaborane (26.6 mg), and the mixture was stirred at room temperature overnight. The reaction mixture was diluted with ethyl acetate, washed with distilled water and saturated brine, and dried over anhydrous sodium sulfate. The solvent was evaporated under reduced pressure and the residue was purifie... The reactants are CC(C)CC(C(=O)NC1CCC2CN(Cc3ccccc3)CC21)N1CCOCC1, CCO, [H][H], [OH-], [OH-], [Pd+2]. The product is CC(C)CC(C(=O)NC1CCC2CNCC21)N1CCOCC1. RXN SMILES: [CH2:1]([c:2]1[cH:3][cH:4][cH:5][cH:6][cH:7]1)[N:8]1[CH2:9][CH:10]2[CH:11]([CH2:12]1)[CH:13]([NH:16][C:17]([CH:18]([CH2:19][CH:20]([CH3:21])[CH3:22])[N:23]1[CH2:24][CH2:25][O:26][CH2:27][CH2:28]1)=[O:29])[CH2:14][CH2:15]2.[CH3:35][CH2:36][OH:37].[H:30][H:31].[OH-:32].[OH-:33].[Pd+2:34]>>[NH:8]1[CH2:9][CH:10]2[CH:11]([CH2:12]1)[CH:13]([NH:16][C:17]([CH:18]([CH2:19][CH:20]([CH3:21])[CH3:22])[N:23]1[CH2:24][CH2:25][O:26][CH2:27][CH2:28]1)=[O:29])[CH2:14][CH2:15]2. Starting materials: CCN=C=NCCCN(C)C, CCN(C(C)C)C(C)C, Cl, O=C(O)CNC(=O)c1cc(-c2ccccc2C(F)(F)F)[nH]n1, O=C(c1ccccc1C(F)(F)F)N1CCNCC1, CN(C)C=O, O, On1nnc2ccccc21. Product: O=C(NCC(=O)N1CCN(C(=O)c2ccccc2C(F)(F)F)CC1)c1cc(-c2ccccc2C(F)(F)F)[nH]n1. Reaction SMILES: [CH3:42][CH2:43][N:44]=[C:45]=[N:46][CH2:47][CH2:48][CH2:49][N:50]([CH3:51])[CH3:52].[CH:1]([N:2]([CH2:3][CH3:4])[CH:5]([CH3:6])[CH3:7])([CH3:8])[CH3:9].[ClH:53].[F:10][C:11]([c:12]1[c:13](-[c:18]2[cH:19][c:20]([C:23](=[O:24])[NH:25][CH2:26][C:27](=[O:28])[OH:29])[n:21][nH:22]2)[cH:14][cH:15][cH:16][cH:17]1)([F:30])[F:31].[N:54]1([C:60](=[O:61])[c:62]2[c:63]([C:68]([F:69])([F:70])[F:71])[cH:64][cH:65][cH:66][cH:67]2)[CH2:55][CH2:56][NH:57][CH2:58][CH2:59]1.[O:72]=[CH:73][N:74]([CH3:75])[CH3:76].[OH2:77].[OH:32][n:33]1[c:34]2[c:35]([cH:36][cH:37][cH:38][cH:39]2)[n:40][n:41]1>>[F:10][C:11]([c:12]1[c:13](-[c:18]2[cH:19][c:20]([C:23](=[O:24])[NH:25][CH2:26][C:27](=[O:29])[N:57]3[CH2:56][CH2:55][N:54]([C:60](=[O:61])[c:62]4[c:63]([C:68]([F:69])([F:70])[F:71])[cH:64][cH:65][cH:66][cH:67]4)[CH2:59][CH2:58]3)[n:21][nH:22]2)[cH:14][cH:15][cH:16][cH:17]1)([F:30])[F:31]. Starting materials: O=C(NC)C1=CC=C(Br)C=C1. Reagents/catalysts: O=C(NC1=CC=CC2=C1NC(=C2C)C)C=3C=NC(=CC3)C4=NC=CC=C4, O1B(OC(C)(C)C1(C)C)B2OC(C)(C)C(O2)(C)C, C[OH2+].C[OH2+].C1CC=CCCC=C1.C1CC=CCCC=C1.[Ir].[Ir]. Solvent: O1CCCC1. Run at temperature 60 celsius, time 96 hour. Yields the product O=C(NC)C1=CC=C(Br)C=C1B2OC(C)(C)C(O2)(C)C. Yield: 70.0%. Procedure details: Isolated by chromatography using deactivated silica gel and ethyl acetate and petroleum ether (10:1 to 1:1) as the eluent. Starting materials: three, [BH4-].[Na+] (sodium borohydride), [OH-].[Na+] (Sodium hydroxide), [BH4-].[Na+] (sodium borohydride), C(C)(C)(C)NS(=O)(=O)C=1C(=CC=CC1)C1=CC=C(C=C1)N (4′-amino-biphenyl-2-sulfonic acid tert-butylamide), O.C1(=CC=C(C=C1)S(=O)(=O)O)C (p-toluenesulfonic acid monohydrate), CC1(OCC2=C(C(=NC=C2C=O)C)O1)C (2,2,8-trimethyl-4H-[1,3]dioxino [4,5-c]pyridine-5-carbaldehyde). Solvent: ClCCl (dichloromethane), C1(=CC=CC=C1)C (toluene). Conditions: temperature 120 celsius, time 7 hour. The product is C(C)(C)(C)NS(=O)(=O)C=1C(=CC=CC1)C1=CC=C(C=C1)NCC1=C2C(=C(N=C1)C)OC(OC2)(C)C (4′-[(2,2,8-Trimethyl-4H-[1,3]dioxino[4,5-c]pyridin-5-ylmethyl)-amino]-biphenyl-2-sulfonic acid tert-butylamide). Yield: 23.1%. As a reaction SMILES: [C:1]([NH:5][S:6]([C:9]1[C:10]([C:15]2[CH:20]=[CH:19][C:18]([NH2:21])=[CH:17][CH:16]=2)=[CH:11][CH:12]=[CH:13][CH:14]=1)(=[O:8])=[O:7])([CH3:4])([CH3:3])[CH3:2].O.C1(C)C=CC(S(O)(=O)=O)=CC=1.[CH3:34][C:35]1([CH3:48])[O:47][C:39]2[C:40]([CH3:46])=[N:41][CH:42]=[C:43]([CH:44]=O)[C:38]=2[CH2:37][O:36]1.[BH4-].[Na+].[OH-].[Na+]>ClCCl.C1(C)C=CC=CC=1>[C:1]([NH:5][S:6]([C:9]1[C:10]([C:15]2[CH:20]=[CH:19][C:18]([NH:21][CH2:44][C:43]3[CH:42]=[N:41][C:40]([CH3:46])=[C:39]4[O:47][C:35]([CH3:48])([CH3:34])[O:36][CH2:37][C:38]=34)=[CH:17][CH:16]=2)=[CH:11][CH:12]=[CH:13][CH:14]=1)(=[O:8])=[O:7])([CH3:4])([CH3:2])[CH3:3] |f:1.2,4.5,6.7|. Reported procedure: To a 250 mL three neck flask fitted with a condenser and Dean-Stark apparatus was added 4′-amino-biphenyl-2-sulfonic acid tert-butylamide (1.22 g, 4.0 mmol), p-toluenesulfonic acid monohydrate (152 mg, 0.8 mmol), 2,2,8-trimethyl-4H-[1,3]dioxino [4,5-c]pyridine-5-carbaldehyde (995 mg, 4.8 mmol) and toluene (120 ml). The reaction mixture was stirred at 120° C. under nitrogen atmosphere for 7 hours before concentrating to dryness. The resulting solid was then dissolved in acetic acid (20 mL), coole... The reactants are CO, COC(=O)C(C)c1cc2cccnc2cc1F, NN, O. Product: CC(C(=O)NN)c1cc2cccnc2cc1F. Reaction SMILES: [CH3:21][OH:22].[F:1][c:2]1[c:3]([CH:12]([C:13](=[O:14])[O:15][CH3:16])[CH3:17])[cH:4][c:5]2[cH:6][cH:7][cH:8][n:9][c:10]2[cH:11]1.[NH2:19][NH2:20].[OH2:18]>>[F:1][c:2]1[c:3]([CH:12]([C:13](=[O:14])[NH:19][NH2:20])[CH3:17])[cH:4][c:5]2[cH:6][cH:7][cH:8][n:9][c:10]2[cH:11]1. Product: CC=1NC=2N(N=CC2)C1 (2-methyl-1H-imidazo[1,2-b]pyrazole). Conditions: time 2 hour. The solvent is CO (methanol). Starting materials: C([O-])(O)=O.[Na+] (sodium bicarbonate), C(C)(=O)OCC (ethyl acetate), O1CCCC1 (tetrahydrofuran), O=C(CN1N=C(C=C1C(C1=CC=CC=C1)(C1=CC=CC=C1)C1=CC=CC=C1)N)C (1-(2-oxopropyl)-5-triphenylmethyl-aminopyrazole), Cl (hydrochloric acid). Procedure details: To a solution of 1-(2-oxopropyl)-5-triphenylmethyl-aminopyrazole (0.75 g) in methanol was added conc. hydrochloric acid (0.75 ml). The mixture was stirred for 2 hours. The reaction mixture was added to a mixture of ethyl acetate, tetrahydrofuran and ice-cold water, and the mixture was adjusted to pH 8 with sodium bicarbonate. The organic layer was separated and dried over magnesium sulfate. The magnesium sulfate was filtered off, and the filtrate was evaporated under reduced pressure The residue... As a reaction SMILES: O=C(C)C[N:4]1[C:8](C(C2C=CC=CC=2)(C2C=CC=CC=2)C2C=CC=CC=2)=[CH:7][C:6]([NH2:28])=[N:5]1.Cl.C(OCC)(=O)C.C(=O)(O)[O-].[Na+].O1[CH2:46][CH2:45][CH2:44]C1>CO>[CH3:44][C:45]1[NH:28][C:6]2[N:5]([CH:46]=1)[N:4]=[CH:8][CH:7]=2 |f:3.4|.